This data is from the Open Reaction Database (ORD), a public repository of structured organic reaction records. The task is: describe an organic reaction: reactants, conditions, products, and yield Starting materials: N1[C@@H](CCC1=O)C(=O)O (L-pyroglutamic acid), ON1N=NC2=C(C1=O)C=CC=C2 (3-hydroxy,1,2,3-benzotriazin-4(3H)-one), Cl.CN(CCCN=C=NCC)C ((3-dimethylaminopropyl)-3-ethylcarbodiimide hydrochloride), COC([C@@H](NC(C1=C(C=C(C=C1)N)C1=CC=CC=C1)=O)CCSC)=O (4-amino-2-phenylbenzoyl-L-methionine methyl ester). Run in CN(C)C=O (DMF), C(C)(=O)OCC (ethyl acetate). Conditions: temperature 25 celsius, time 12 hour. Yields the product COC([C@@H](NC(C1=C(C=C(C=C1)NC(=O)C1CCC(N1)=O)C1=CC=CC=C1)=O)CCSC)=O ([4-(2-pyrrolidinone-5-ylcarbonylamino)-2-phenylbenzoyl]methionine methyl ester). Isolated yield 51.6%. Reaction SMILES: [NH:1]1[C:5](=[O:6])[CH2:4][CH2:3][C@H:2]1[C:7]([OH:9])=O.ON1C(=O)C2C=CC=CC=2N=N1.Cl.CN(C)CCCN=C=NCC.[CH3:34][O:35][C:36](=[O:58])[C@H:37]([CH2:54][CH2:55][S:56][CH3:57])[NH:38][C:39](=[O:53])[C:40]1[CH:45]=[CH:44][C:43]([NH2:46])=[CH:42][C:41]=1[C:47]1[CH:52]=[CH:51][CH:50]=[CH:49][CH:48]=1>CN(C=O)C.C(OCC)(=O)C>[CH3:34][O:35][C:36](=[O:58])[C@H:37]([CH2:54][CH2:55][S:56][CH3:57])[NH:38][C:39](=[O:53])[C:40]1[CH:45]=[CH:44][C:43]([NH:46][C:7]([CH:2]2[NH:1][C:5](=[O:6])[CH2:4][CH2:3]2)=[O:9])=[CH:42][C:41]=1[C:47]1[CH:48]=[CH:49][CH:50]=[CH:51][CH:52]=1 |f:2.3|. Reported procedure: To a solution of L-pyroglutamic acid (49 mg, 0.38 mmol) in 5 mL of DMF was added 3-hydroxy,1,2,3-benzotriazin-4(3H)-one (62 mg, 0.38 mmol), (3-dimethylaminopropyl)-3-ethylcarbodiimide hydrochloride (58 mg, 0.30 mmol) and [4-amino-2-phenylbenzoyl-L-methionine methyl ester (90 mg, 0.38 mmol), prepared as in Example 192B, and the reaction mixture was stirred at 25° C. for 12 hours. The reaction mixture was taken up in ethyl acetate and washed with 10 mL 1N HCl, 5 mL satd aqueous NaHCO3 and brine (3... Starting materials: O (water), CC(C)([O-])C.[K+] (Potassium tert-butoxide), COC1=NC(=NC(=C1)OC)NS(=O)(=O)C(C(=O)OC)C(C)C (Methyl 2-(4,6-dimethoxypyrimidin-2-ylsulfamoyl)-3-methylbutanoate), IC (Iodomethane). Run in C(C)(=O)OCC (ethyl acetate), CN(C=O)C (dimethylformamide). Conditions: time 2 hour. Product: COC1=NC(=NC(=C1)OC)N(S(=O)(=O)C(C(=O)OC)C(C)C)C (Methyl 2-[N-(4,6-dimethoxypyrimidin-2-yl)-N-methylsulfamoyl]-3-methylbutanoate). Isolated yield 55.2%. RXN SMILES: [CH3:1]C(C)([O-])C.[K+].[CH3:7][O:8][C:9]1[CH:14]=[C:13]([O:15][CH3:16])[N:12]=[C:11]([NH:17][S:18]([CH:21]([CH:26]([CH3:28])[CH3:27])[C:22]([O:24][CH3:25])=[O:23])(=[O:20])=[O:19])[N:10]=1.IC.O>CN(C)C=O.C(OCC)(=O)C>[CH3:7][O:8][C:9]1[CH:14]=[C:13]([O:15][CH3:16])[N:12]=[C:11]([N:17]([CH3:1])[S:18]([CH:21]([CH:26]([CH3:28])[CH3:27])[C:22]([O:24][CH3:25])=[O:23])(=[O:20])=[O:19])[N:10]=1 |f:0.1|. Reported procedure: Potassium tert-butoxide (1.4 g) was added with stirring and cooling to the product of Example 1 (4.0 g) in dimethylformamide (25 ml). Iodomethane (1.78 g) was added portionwise, stirring was continued for 2 hours and the reaction mixture was allowed to stand at room temperature for 8 days. Addition to water and isolation through ethyl acetate gave the crude title product as a yellow oil. Purification by flash chromatography on silica gel in 10% ethyl acetate/dichloromethane gave 2.3 g (55%) pure...